The task is: describe an organic reaction: reactants, conditions, products, and yield. This data is from the Open Reaction Database (ORD), a public repository of structured organic reaction records. Reactants: ClC1=C(N=NC(=C1)Cl)OC1=C(C=CC=C1)C (4,6-dichloro-3-(2-methylphenoxy)pyridazine), C(C)(=O)O (acetic acid), C(C)(=O)[O-].[K+] (potassium acetate). Run in O (water). Yields the product ClC=1C=C(N=NC1OC1=C(C=CC=C1)C)O (5-chloro-6-(2-methylphenoxy)-3-pyridazinol). The yield is 85.9%. RXN SMILES: [Cl:1][C:2]1[CH:7]=[C:6](Cl)[N:5]=[N:4][C:3]=1[O:9][C:10]1[CH:15]=[CH:14][CH:13]=[CH:12][C:11]=1[CH3:16].C(O)(=[O:19])C.C([O-])(=O)C.[K+]>O>[Cl:1][C:2]1[CH:7]=[C:6]([OH:19])[N:5]=[N:4][C:3]=1[O:9][C:10]1[CH:15]=[CH:14][CH:13]=[CH:12][C:11]=1[CH3:16] |f:2.3|. Reported procedure: A mixture comprising 578 mg (2.27 mmol) of 4,6-dichloro-3-(2-methylphenoxy)pyridazine obtained in Example 1 (2), acetic acid (10 mL) and 0.45 g (4.6 mmol) of potassium acetate was refluxed for 5 hours. The reaction mixture was allowed to stand for cooling, and after adding 50 mL of water, the mixture was extracted with ethyl acetate. The organic layers were combined, and washed successively with water and brine. After drying over anhydrous sodium sulfate, the solvent was removed to obtain 461 mg...